This data is from the Open Reaction Database (ORD), a public repository of structured organic reaction records. The task is: describe an organic reaction: reactants, conditions, products, and yield The reactants are ClCC1(COC1)CCl (3,3-Bis(chloromethyl)oxetane), S(O)(O)(=O)=O (sulfuric acid), C([O-])([O-])=O.[Na+].[Na+] (sodium carbonate). Run in O (water). Product: ClCC(CO)(CO)CCl (2,2-bis(chloromethyl)propane-1,3-diol). RXN SMILES: [Cl:1][CH2:2][C:3]1([CH2:7][Cl:8])[CH2:6][O:5][CH2:4]1.S(=O)(=O)(O)[OH:10].C(=O)([O-])[O-].[Na+].[Na+]>O>[Cl:1][CH2:2][C:3]([CH2:7][Cl:8])([CH2:6][OH:5])[CH2:4][OH:10] |f:2.3.4|. Procedure: 3,3-Bis(chloromethyl)oxetane(BCMO, 15.5 g, 0.1 mole) was added, dropwise, to a stirred, refluxing solution of 0.5 ml of concentrated sulfuric acid in 60 ml of water. The mixture was stirred under reflux for 18 hours. The mixture was cooled to 25° and then sodium carbonate (3 g) was added. When gas evolution had ceased, the mixture was extracted with ethylacetate (3×40 ml). The combined ethylacetate extracts were washed in succession with water (40 ml) and saturated sodium chloride solution (40 m... The reactants are Cl (hydrochloric acid), CC1=C(N=C(O1)C1=CC=CC=C1)COC1=CC=C(CSC2=NC(=NN2)CCC(=O)OCC)C=C1 (ethyl 3-[5-[4-(5-methyl-2-phenyl-4-oxazolylmethoxy)benzylthio]-1H-1,2,4-triazol-3-yl]propionate), [OH-].[Na+] (sodium hydroxide), O1CCCC1 (tetrahydrofuran). Solvent: C(C)O (ethanol), O (water). Reaction conditions: time 3 hour. Yields the product CC1=C(N=C(O1)C1=CC=CC=C1)COC1=CC=C(CSC2=NC(=NN2)CCC(=O)O)C=C1 (3-[5-[4-(5-methyl-2-phenyl-4-oxazolylmethoxy)benzylthio]-1H-1,2,4-triazol-3-yl]propionic acid). As a reaction SMILES: [CH3:1][C:2]1[O:6][C:5]([C:7]2[CH:12]=[CH:11][CH:10]=[CH:9][CH:8]=2)=[N:4][C:3]=1[CH2:13][O:14][C:15]1[CH:34]=[CH:33][C:18]([CH2:19][S:20][C:21]2[NH:25][N:24]=[C:23]([CH2:26][CH2:27][C:28]([O:30]CC)=[O:29])[N:22]=2)=[CH:17][CH:16]=1.[OH-].[Na+].O1CCCC1.Cl>O.C(O)C>[CH3:1][C:2]1[O:6][C:5]([C:7]2[CH:12]=[CH:11][CH:10]=[CH:9][CH:8]=2)=[N:4][C:3]=1[CH2:13][O:14][C:15]1[CH:34]=[CH:33][C:18]([CH2:19][S:20][C:21]2[NH:25][N:24]=[C:23]([CH2:26][CH2:27][C:28]([OH:30])=[O:29])[N:22]=2)=[CH:17][CH:16]=1 |f:1.2|. Reported procedure: A mixture of ethyl 3-[5-[4-(5-methyl-2-phenyl-4-oxazolylmethoxy)benzylthio]-1H-1,2,4-triazol-3-yl]propionate (550 mg), 1N aqueous sodium hydroxide solution (3 ml), tetrahydrofuran (5 ml) and ethanol (5 ml) was stirred at room temperature for 3 hrs. The reaction mixture was poured into water, neutralized with 2N hydrochloric acid and extracted with ethyl acetate. The ethyl acetate layer was washed with water, dried (MgSO4) and concentrated to give 3-[5-[4-(5-methyl-2-phenyl-4-oxazolylmethoxy)benz... The yield is 79.0%. Reported procedure: To a solution of 4-hydroxy-2-methoxybenzaldehyde (1 equiv.) in DMF (0.25 M) was added cesium carbonate (2 equiv.), sodium iodide (0.20 equiv.) and diethyl (3-(2-bromoethoxy)-1,1-difluoropropyl)phosphonate (1.2 equiv.) (described in ref. 88, Ex 7 Step 1). The reaction mixture was stirred at 100° C. for 3 h, after which it was allowed to cool to room temperature. The resulting mixture was then diluted with water and EtOAc. This mixture was transferred to a separatory funnel and washed with water t... RXN SMILES: [OH:1][C:2]1[CH:9]=[CH:8][C:5]([CH:6]=[O:7])=[C:4]([O:10][CH3:11])[CH:3]=1.C(=O)([O-])[O-].[Cs+].[Cs+].[I-].[Na+].Br[CH2:21][CH2:22][O:23][CH2:24][CH2:25][C:26]([P:29](=[O:36])([O:33][CH2:34][CH3:35])[O:30][CH2:31][CH3:32])([F:28])[F:27]>CN(C=O)C.O.CCOC(C)=O>[F:28][C:26]([P:29](=[O:36])([O:33][CH2:34][CH3:35])[O:30][CH2:31][CH3:32])([F:27])[CH2:25][CH2:24][O:23][CH2:22][CH2:21][O:1][C:2]1[CH:9]=[CH:8][C:5]([CH:6]=[O:7])=[C:4]([O:10][CH3:11])[CH:3]=1 |f:1.2.3,4.5|. Conditions: temperature 100 celsius, time 3 hour. Product: FC(CCOCCOC1=CC(=C(C=C1)C=O)OC)(F)P(OCC)(OCC)=O (diethyl (1,1-difluoro-3-(2-(4-formyl-3-methoxyphenoxy)ethoxy)propyl)phosphonate). Reactants: OC1=CC(=C(C=O)C=C1)OC (4-hydroxy-2-methoxybenzaldehyde), C([O-])([O-])=O.[Cs+].[Cs+] (cesium carbonate), [I-].[Na+] (sodium iodide), BrCCOCCC(F)(F)P(OCC)(OCC)=O (diethyl (3-(2-bromoethoxy)-1,1-difluoropropyl)phosphonate). The solvent is O (water), CCOC(=O)C (EtOAc), CN(C)C=O (DMF). Reactants: [Cl-].[Na+] (sodium chloride), C(#N)C1=CC=C(C[C@H](NC(C)=O)C(=O)O)C=C1 (4-cyano-N-acetylphenylalanine), cobalt chloride(II), Cl (hydrochloric acid), Cl (hydrochloric acid). The solvent is [OH-].[Na+] (sodium hydroxide). Reaction conditions: time 20 hour. Product: C(#N)C1=CC=C(C[C@@H](NC(C)=O)C(=O)O)C=C1 (4-cyano-N-acetyl-D-phenylalanine). The yield is 28.1%. Reaction SMILES: [C:1]([C:3]1[CH:17]=[CH:16][C:6]([CH2:7][C@@H:8]([C:13]([OH:15])=[O:14])[NH:9][C:10](=[O:12])[CH3:11])=[CH:5][CH:4]=1)#[N:2].Cl.[Cl-].[Na+]>[OH-].[Na+]>[C:1]([C:3]1[CH:4]=[CH:5][C:6]([CH2:7][C@H:8]([C:13]([OH:15])=[O:14])[NH:9][C:10](=[O:12])[CH3:11])=[CH:16][CH:17]=1)#[N:2] |f:2.3,4.5|. Procedure: A mixture of DL-4-cyano-N-acetylphenylalanine (114.0 g), cobalt chloride(II) (0.63 g) and acylase Amano 15000 (Trademark) (6.27 g) in 1N sodium hydroxide aqueous solution (492 ml) was adjusted to pH=7.5 with 0.1N hydrochloric acid and 0.1N sodium chloride aqueous solution, and then was stirred at 33°-36° C. for 20 hours. The reaction mixture was adjusted to pH=1 with 10% hydrochloric acid, and was washed with ethyl acetate, and the resulting precipitate was collected by filtration. The precipita... Starting materials: ClC=1C=C(C=CC1Cl)C1=NN(C(=C1)C(=O)O)CC1=NC=C(C=C1)C(=O)OC (3-(3,4-dichlorophenyl)-1-{[5-(methoxycarbonyl)pyridin-2-yl]methyl}-1H-pyrazole-5-carboxylic acid), C1=CC2=C(N=C1)N(N=N2)O (HOAt), C(C)(C)(C)NC1CCCCC1 (tert-butyl-cyclohexylamine), CCN(C(C)C)C(C)C (DIEA), C(CCl)Cl (EDC). Run in C(C)(=O)OCC (ethyl acetate), CN(C)C=O (DMF). Conditions: time 8 hour. Yields the product C(C)(C)(C)[C@H]1CC[C@H](CC1)NC(=O)C1=CC(=NN1CC1=NC=C(C(=O)OC)C=C1)C1=CC(=C(C=C1)Cl)Cl (Methyl 6-{[5-{[(cis-4-tert-butylcyclohexyl)amino]carbonyl}-3-(3,4-dichlorophenyl)-1H-pyrazol-1-yl]methyl}nicotinate). RXN SMILES: [Cl:1][C:2]1[CH:3]=[C:4]([C:9]2[CH:13]=[C:12]([C:14](O)=[O:15])[N:11]([CH2:17][C:18]3[CH:23]=[CH:22][C:21]([C:24]([O:26][CH3:27])=[O:25])=[CH:20][N:19]=3)[N:10]=2)[CH:5]=[CH:6][C:7]=1[Cl:8].[CH:28]1[CH:33]=N[C:31]2[N:34](O)N=N[C:30]=2[CH:29]=1.[C:38](NC1CCCCC1)([CH3:41])([CH3:40])[CH3:39].[CH3:49]CN(C(C)C)C(C)C.C(Cl)CCl>CN(C=O)C.C(OCC)(=O)C>[C:38]([C@@H:28]1[CH2:29][CH2:30][C@H:31]([NH:34][C:14]([C:12]2[N:11]([CH2:17][C:18]3[CH:23]=[CH:22][C:21]([C:24]([O:26][CH3:27])=[O:25])=[CH:20][N:19]=3)[N:10]=[C:9]([C:4]3[CH:5]=[CH:6][C:7]([Cl:8])=[C:2]([Cl:1])[CH:3]=3)[CH:13]=2)=[O:15])[CH2:49][CH2:33]1)([CH3:41])([CH3:40])[CH3:39]. Reported procedure: To a solution of the intermediate from step F (464 mg, 0.90 mmol) in DMF (10 mL) was added HOAt (244 mg, 1.79 mmol), tert-butyl-cyclohexylamine (426 μL, 2.39 mmol), DIEA (623 μL, 3.57 mmol) and EDC (343 mg, 1.79 mmol). The resulting slurry was left stirring at room temperature overnight. The reaction was stirred to 50° C. for 3 hours. It was cooled to room temperature, diluted with ethyl acetate, washed with 1N HCl, saturated NaHCO3 solution, and dried over anhydrous Na2SO4. The solution was fil...